Dataset: the Open Reaction Database (ORD), a public repository of structured organic reaction records. Task: describe an organic reaction: reactants, conditions, products, and yield Procedure details: Typical polyester resins that can be used are those based on a symmetrical glycol e.g. neopentyl glycol and one or more aromatic dicarboxylic acids e.g. isophthalic acid or terephthalic acid, the acid content optionally additionally being provided by an aliphatic mono or dicarboxylic acid e.g. pelargonic acid, adipic acid or trimellitic anhydride. The polyester should preferably have an acid value of 30-100 mg KOH/g, a melting point of 50°-70° C. and a melt viscosity of 10-14 poise at 200° C. (a... The reactants are C(C1=CC=C(C(=O)O)C=C1)(=O)O (terephthalic acid), glycol, C(C1=CC(C(=O)O)=CC=C1)(=O)O (isophthalic acid), OCC(C)(CO)C (neopentyl glycol), polyester resins, aromatic dicarboxylic acids. Reaction SMILES: O[CH2:2][C:3](C)(CO)C.C(O)(=O)[C:9]1[CH:17]=[CH:16][CH:15]=[C:11]([C:12]([OH:14])=[O:13])[CH:10]=1.[C:20]([OH:31])(=[O:30])[C:21]1C=C[C:24]([C:25]([OH:27])=[O:26])=[CH:23][CH:22]=1>>[C:12]([OH:14])(=[O:13])[CH2:11][CH2:15][CH2:16][CH2:17][CH2:9][CH2:10][CH2:2][CH3:3].[C:20]([OH:31])(=[O:30])[CH2:21][CH2:22][CH2:23][CH2:24][C:25]([OH:27])=[O:26]. Yields the product C(CCCCCCCC)(=O)O (pelargonic acid), C(CCCCC(=O)O)(=O)O (adipic acid), trimellitic anhydride. The reactants are C1(CCCCC1)C1=CC2=C(CCO2)C=C1 (6-Cyclohexyl-2,3-dihydro-benzofuran), ClC(Cl)OC (dichloromethylmethylether). Reagents/catalysts: Cl[Ti](Cl)(Cl)Cl (TiCl4). Run in C(Cl)Cl (methylene chloride). The product is C1(CCCCC1)C1=CC2=C(CCO2)C=C1CO (6-cyclohexyl-2,3-dihydro-5-hydroxymethyl-benzofuran). RXN SMILES: [CH:1]1([C:7]2[CH:15]=[CH:14][C:10]3[CH2:11][CH2:12][O:13][C:9]=3[CH:8]=2)[CH2:6][CH2:5][CH2:4][CH2:3][CH2:2]1.Cl[CH:17]([O:19]C)Cl>C(Cl)Cl.Cl[Ti](Cl)(Cl)Cl>[CH:1]1([C:7]2[C:15]([CH2:17][OH:19])=[CH:14][C:10]3[CH2:11][CH2:12][O:13][C:9]=3[CH:8]=2)[CH2:2][CH2:3][CH2:4][CH2:5][CH2:6]1. Procedure details: 5 g of 6-Cyclohexyl-2,3-dihydro-benzofuran are dissolved in methylene chloride. 9.5 ml of TiCl4 are slowly added dropwise whilst cooling and stirring, followed by 2.9 g of dichloromethylmethylether in 10 ml of Ch2Cl2. The mixture is stirred for 5 hours at 22°, poured onto ice-water and extracted with ethyl acetate. The organic phase is washed with water, dried over Na2SO4 and reduced in volume. The residue is dissolved in tetrahydrofuran without further purification. An excess of NaBH4 is added ... The reactants are Cc1ccc(Oc2cccc(C(C)N)c2)cn1, O=C(O)C=Cc1ccccc1F. The product is Cc1ccc(Oc2cccc(C(C)NC(=O)C=Cc3ccccc3F)c2)cn1. As a reaction SMILES: [CH3:13][c:14]1[cH:15][cH:16][c:17]([O:20][c:21]2[cH:22][c:23]([CH:27]([CH3:28])[NH2:29])[cH:24][cH:25][cH:26]2)[cH:18][n:19]1.[F:1][c:2]1[c:3]([CH:4]=[CH:5][C:6](=[O:7])[OH:8])[cH:9][cH:10][cH:11][cH:12]1>>[F:1][c:2]1[c:3]([CH:4]=[CH:5][C:6](=[O:8])[NH:29][CH:27]([c:23]2[cH:22][c:21]([O:20][c:17]3[cH:16][cH:15][c:14]([CH3:13])[n:19][cH:18]3)[cH:26][cH:25][cH:24]2)[CH3:28])[cH:9][cH:10][cH:11][cH:12]1. Reactants: CC(=CCO)c1ccc2c(c1)C(C)(C)CCC2(C)C, CCOCC, BrP(Br)Br, c1ccncc1. The product is CC(=CCBr)c1ccc2c(c1)C(C)(C)CCC2(C)C. Reaction SMILES: [CH3:11][C:12]1([CH3:29])[c:13]2[cH:14][cH:15][c:16]([C:24](=[CH:25][CH2:26][OH:27])[CH3:28])[cH:17][c:18]2[C:19]([CH3:22])([CH3:23])[CH2:20][CH2:21]1.[CH3:30][CH2:31][O:32][CH2:33][CH3:34].[P:1]([Br:2])([Br:3])[Br:4].[cH:5]1[cH:6][cH:7][n:8][cH:9][cH:10]1>>[Br:2][CH2:26][CH:25]=[C:24]([c:16]1[cH:15][cH:14][c:13]2[c:18]([cH:17]1)[C:19]([CH3:22])([CH3:23])[CH2:20][CH2:21][C:12]2([CH3:11])[CH3:29])[CH3:28]. The reactants are CC(=O)OC(C)=O, Nc1cc(F)ccc1C(=O)NCCN1CCC(n2c(=O)[nH]c3ccccc32)CC1, [NH4+], [OH-], O. The product is CC(=O)Nc1cc(F)ccc1C(=O)NCCN1CCC(n2c(=O)[nH]c3ccccc32)CC1. As a reaction SMILES: [C:30]([CH3:31])(=[O:32])[O:33][C:34](=[O:35])[CH3:36].[NH2:1][c:2]1[c:3]([C:4](=[O:5])[NH:6][CH2:7][CH2:8][N:9]2[CH2:10][CH2:11][CH:12]([n:15]3[c:16](=[O:24])[nH:17][c:18]4[c:19]3[cH:20][cH:21][cH:22][cH:23]4)[CH2:13][CH2:14]2)[cH:25][cH:26][c:27]([F:29])[cH:28]1.[NH4+:37].[OH-:38].[OH2:39]>>[NH:1]([c:2]1[c:3]([C:4](=[O:5])[NH:6][CH2:7][CH2:8][N:9]2[CH2:10][CH2:11][CH:12]([n:15]3[c:16](=[O:24])[nH:17][c:18]4[c:19]3[cH:20][cH:21][cH:22][cH:23]4)[CH2:13][CH2:14]2)[cH:25][cH:26][c:27]([F:29])[cH:28]1)[C:30]([CH3:31])=[O:32]. The reactants are [H-].[Na+] (sodium hydride), [N+](=O)(O)[O-] (nitric acid), C(C)(=O)OC(C)=O (acetic anhydride), C(#N)CN1C(COC2=C1C=CC(=C2)F)=O (4-cyanomethyl-7-fluoro-2H-1,4-benzoxazin-3(4H)-one). The reagents and catalysts are S(O)(O)(=O)=O (sulfuric acid). Solvent: O (water). Reaction conditions: temperature 0 celsius. The product is C(#N)CN1C(COC2=C1C=C(C(=C2)F)[N+](=O)[O-])=O (4-cyanomethyl-7-fluoro-6-nitro-2H-1,4-benzoxazin-3(4H)-one). Isolated yield 95.2%. RXN SMILES: [N+:1]([O-:4])(O)=[O:2].C(OC(=O)C)(=O)C.[C:12]([CH2:14][N:15]1[C:20]2[CH:21]=[CH:22][C:23]([F:25])=[CH:24][C:19]=2[O:18][CH2:17][C:16]1=[O:26])#[N:13].[H-].[Na+]>S(=O)(=O)(O)O.O>[C:12]([CH2:14][N:15]1[C:20]2[CH:21]=[C:22]([N+:1]([O-:4])=[O:2])[C:23]([F:25])=[CH:24][C:19]=2[O:18][CH2:17][C:16]1=[O:26])#[N:13] |f:3.4|. Reported procedure: 98% nitric acid (0.71 g) was added dropwise to acetic anhydride (11.3 ml) at a temperature of 0° C. Subsequently a few drops of concentrated sulfuric acid were added thereto as catalyst, and the mixture was stirred for a while at 0° C. 4-cyanomethyl-7-fluoro-2H-1,4-benzoxazin-3(4H)-one (2.06 g) was added little by little thereto and stirred continuously at 0° C. for 30 minutes. A solution consisting of sodium hydride (10 g) and water (88 ml), cooled previously to 0° C., was added dropwise at 0° ...